From a dataset of the Open Reaction Database (ORD), a public repository of structured organic reaction records. describe an organic reaction: reactants, conditions, products, and yield The reactants are C(=O)C=1C(=NC(=NC1)SC)NC1=CC(=CC=C1)CCO (5-formyl-4-(3-(2-hydroxyethyl)phenylamino)-2-methylthiopyrimidine), C(C)(C)(C)[Si](Cl)(C1=CC=CC=C1)C1=CC=CC=C1 (tert-butyldiphenylchlorosilane), N1C=NC=C1 (imidazole). Reagents/catalysts: CN(C1=CC=NC=C1)C (4-(dimethylamino)pyridine). Run in CN(C=O)C (dimethylformamide). Conditions: time 18 hour. Yields the product [Si](C1=CC=CC=C1)(C1=CC=CC=C1)(C(C)(C)C)OCCC=1C=C(C=CC1)NC1=NC(=NC=C1C=O)SC (4-(3-(2-(tert-butyldiphenylsilyloxy)ethyl)phenylamino)-5-formyl-2-methylthiopyrimidine). Isolated yield 100.4%. Reaction SMILES: [CH:1]([C:3]1[C:4]([NH:11][C:12]2[CH:17]=[CH:16][CH:15]=[C:14]([CH2:18][CH2:19][OH:20])[CH:13]=2)=[N:5][C:6]([S:9][CH3:10])=[N:7][CH:8]=1)=[O:2].[C:21]([Si:25]([C:33]1[CH:38]=[CH:37][CH:36]=[CH:35][CH:34]=1)([C:27]1[CH:32]=[CH:31][CH:30]=[CH:29][CH:28]=1)Cl)([CH3:24])([CH3:23])[CH3:22].N1C=CN=C1>CN(C)C=O.CN(C)C1C=CN=CC=1>[Si:25]([O:20][CH2:19][CH2:18][C:14]1[CH:13]=[C:12]([NH:11][C:4]2[C:3]([CH:1]=[O:2])=[CH:8][N:7]=[C:6]([S:9][CH3:10])[N:5]=2)[CH:17]=[CH:16][CH:15]=1)([C:21]([CH3:24])([CH3:23])[CH3:22])([C:33]1[CH:34]=[CH:35][CH:36]=[CH:37][CH:38]=1)[C:27]1[CH:32]=[CH:31][CH:30]=[CH:29][CH:28]=1. Procedure: A solution of 3.4 g (11.7 mmol) of 5-formyl-4-(3-(2-hydroxyethyl)phenylamino)-2-methylthiopyrimidine of Example 37(e) in 50 ml of dimethylformamide was treated with 3.9 g (14 mmol) of tert-butyldiphenylchlorosilane, 2.4 g (35 mmol) of imidazole and 50 mg (0.4 mmol) of 4-(dimethylamino)pyridine. The mixture was stirred for 18 hours and then evaporated. The residue was partitioned between 150 ml of ethyl acetate and 100 ml of 2M aqueous hydrochloric acid. The organic phase was washed with a furthe... Isolated yield 57.0%. As a reaction SMILES: [F:1][C:2]([F:9])([F:8])[CH2:3][CH2:4][C:5](O)=[O:6].C(Cl)(=O)C([Cl:13])=O>C(Cl)Cl.CN(C=O)C>[F:1][C:2]([F:9])([F:8])[CH2:3][CH2:4][C:5]([Cl:13])=[O:6]. Yields the product FC(CCC(=O)Cl)(F)F (4,4,4-trifluorobutyric acid chloride). Run in C(Cl)Cl (CH2Cl2). The reagents and catalysts are CN(C)C=O (DMF). Starting materials: FC(CCC(=O)O)(F)F (4,4,4-Trifluorobutyric acid), C(C(=O)Cl)(=O)Cl (oxalyl chloride). Procedure details: Method 5 General Experimental: 4,4,4-Trifluorobutyric acid (70.0 mmol, 10.0 g) in CH2Cl2 (190 ml) was treated with oxalyl chloride (140 mmol, 12.3 ml) and DMF (1 drop), then heated to reflux for 1 h. Solvent and excess oxalyl chloride were removed from the volatile product by simple distillation of the reaction mixture at atmospheric pressure to provide crude 4,4,4-trifluorobutyric acid chloride (6.4 g). 1H NMR (CDCl3) δ3.20 (2H, t, J=7.2), 2.65-2.45 (2H, m). Solvent: C(Cl)(Cl)Cl (CHCl3). Starting materials: Compound B, Compound B, product, CC(C)(C)C1=C(C=CC(=C1)C(C)(C)C)S[C@@H]1[C@@H](CCC1)O ((±)cis-2-[[2,4-bis(1,1-dimethylethyl)phenyl]thio]cyclopentanol). Procedure details: The title compound was prepared by the method described in Example 83, except that the title product of Example 90, Compound B, was substituted for the title product of Example 82, Compound B. The structure was supported by NMR, Ir, optical rotation (CHCl3, 25° C.; 589 nm -10.5°±2.69°; 365 nm -63.4°±18.1°), chiral HPLC (chiralpak-AD) major 98.84%, minor 0.68% (product of Example 90, Compound A) and elemental analysis. Reaction SMILES: [CH3:1][C:2]([C:5]1[CH:10]=[C:9]([C:11]([CH3:14])([CH3:13])[CH3:12])[CH:8]=[CH:7][C:6]=1[S:15][C@H:16]1[CH2:20][CH2:19][CH2:18][C@H:17]1[OH:21])([CH3:4])[CH3:3]>C(Cl)(Cl)Cl>[CH3:4][C:2]([C:5]1[CH:10]=[C:9]([C:11]([CH3:12])([CH3:13])[CH3:14])[CH:8]=[CH:7][C:6]=1[S:15][C@@H:16]1[CH2:20][CH2:19][CH2:18][C@H:17]1[OH:21])([CH3:1])[CH3:3]. Yields the product CC(C)(C)C1=C(C=CC(=C1)C(C)(C)C)S[C@H]1[C@@H](CCC1)O ((-)trans-2-[[2,4-bis(1,1-dimethylethyl)phenyl]thio]cyclopentanol).